The task is: describe an organic reaction: reactants, conditions, products, and yield. This data is from the Open Reaction Database (ORD), a public repository of structured organic reaction records. The reactants are O=C([O-])[O-], CC1(C)c2cccc(P(c3ccccc3)c3ccccc3)c2Oc2c(P(c3ccccc3)c3ccccc3)cccc21, FC(F)(F)c1cnc(Cl)cc1I, [Cs+], [Cs+], O=c1[nH]c2ccc(F)cc2c(=O)o1, Nc1ccc(F)cc1C(=O)O, CONC(=O)c1cc(F)ccc1N, CC(=O)[O-], CC(=O)[O-], C1COCCO1, [Pd+2]. The product is CONC(=O)c1cc(F)ccc1Nc1cc(Cl)ncc1C(F)(F)F. Reaction SMILES: [C:92](=[O:93])([O-:94])[O-:95].[CH3:50][C:51]1([CH3:52])[c:53]2[cH:54][cH:55][cH:56][c:57]([P:58]([c:59]3[cH:60][cH:61][cH:62][cH:63][cH:64]3)[c:65]3[cH:66][cH:67][cH:68][cH:69][cH:70]3)[c:71]2[O:72][c:73]2[c:74]1[cH:75][cH:76][cH:77][c:78]2[P:79]([c:80]1[cH:81][cH:82][cH:83][cH:84][cH:85]1)[c:86]1[cH:87][cH:88][cH:89][cH:90][cH:91]1.[Cl:38][c:39]1[n:40][cH:41][c:42]([C:46]([F:47])([F:48])[F:49])[c:43]([I:45])[cH:44]1.[Cs+:96].[Cs+:97].[F:12][c:13]1[cH:14][cH:15][c:16]2[nH:17][c:18](=[O:19])[o:20][c:21](=[O:22])[c:23]2[cH:24]1.[NH2:1][c:2]1[cH:3][cH:4][c:5]([F:6])[cH:7][c:8]1[C:9]([OH:10])=[O:11].[NH2:25][c:26]1[c:27]([C:28](=[O:29])[NH:30][O:31][CH3:32])[cH:33][c:34]([F:37])[cH:35][cH:36]1.[O-:103][C:104]([CH3:105])=[O:106].[O-:99][C:100]([CH3:101])=[O:102].[O:107]1[CH2:108][CH2:109][O:110][CH2:111][CH2:112]1.[Pd+2:98]>>[NH:25]([c:26]1[c:27]([C:28](=[O:29])[NH:30][O:31][CH3:32])[cH:33][c:34]([F:37])[cH:35][cH:36]1)[c:43]1[c:42]([C:46]([F:47])([F:48])[F:49])[cH:41][n:40][c:39]([Cl:38])[cH:44]1. Reactants: COC(=O)c1cc(-c2cc(SCCNC(=O)OC(C)(C)C)nc(N)n2)c(C)cc1C, ClCCl, O=C(O)C(F)(F)F. Yields the product COC(=O)c1cc(-c2cc(SCCN)nc(N)n2)c(C)cc1C. Reaction SMILES: [CH3:1][O:2][C:3]([c:4]1[c:5]([CH3:29])[cH:6][c:7]([CH3:28])[c:8](-[c:10]2[n:11][c:12]([NH2:27])[n:13][c:14]([S:16][CH2:17][CH2:18][NH:19][C:20]([O:21][C:22]([CH3:23])([CH3:24])[CH3:25])=[O:26])[cH:15]2)[cH:9]1)=[O:30].[Cl:38][CH2:39][Cl:40].[OH:31][C:32]([C:33]([F:34])([F:35])[F:36])=[O:37]>>[CH3:1][O:2][C:3]([c:4]1[c:5]([CH3:29])[cH:6][c:7]([CH3:28])[c:8](-[c:10]2[n:11][c:12]([NH2:27])[n:13][c:14]([S:16][CH2:17][CH2:18][NH2:19])[cH:15]2)[cH:9]1)=[O:30]. Reactants: aqueous solution, [OH-].[Na+] (sodium hydroxide), C(Cl)C1CO1 (epichlorohydrin), halohydrin ether, C(CCCC)O (Amyl alcohol), raw material, C(Cl)C1CO1 (epichlorohydrin). Reagents/catalysts: CC([O-])C.CC([O-])C.CC([O-])C.[Al+3] (aluminum triisopropoxide), S(O)(O)(=O)=O (sulfuric acid). Product: C(C1CO1)OCCCCC (amyl glycidyl ether). Yield: 91.1%. As a reaction SMILES: [CH2:1]([OH:6])[CH2:2][CH2:3][CH2:4][CH3:5].[CH2:7]([CH:9]1[O:11][CH2:10]1)Cl.[OH-].[Na+]>CC(C)[O-].CC(C)[O-].CC(C)[O-].[Al+3].S(=O)(=O)(O)O>[CH2:7]([O:6][CH2:1][CH2:2][CH2:3][CH2:4][CH3:5])[CH:9]1[O:11][CH2:10]1 |f:2.3,4.5.6.7|. Procedure: Amyl alcohol (660.2 g, 7.5 mole), 5.11 q of aluminum triisopropoxide (0.025 mole) and 3.35 g of 96% sulfuric acid (0.033 mole) were heated to 90° C. while stirring under a nitrogen gas atmosphere. To the reaction mixture, 462.5 g (5.0 mole) of epichlorohydrin was added dropwise over 1 hour, followed by stirring for 3 hours. It was found that the conversion ratio of the raw material epichlorohydrin was 100%, while the yield of the resulting halohydrin ether was 95%. To the reaction mixture, 1270 ...